Dataset: the Open Reaction Database (ORD), a public repository of structured organic reaction records. Task: describe an organic reaction: reactants, conditions, products, and yield Reactants: CCCCP(=CC#N)(CCCC)CCCC, Cc1ccccc1, O=S(=O)(c1ccc(Cl)cc1)C(CCCCO)c1cc(F)ccc1F. Product: O=S(=O)(c1ccc(Cl)cc1)C1(c2cc(F)ccc2F)CCCC1. RXN SMILES: [C:25]([CH:26]=[P:27]([CH2:28][CH2:29][CH2:30][CH3:31])([CH2:32][CH2:33][CH2:34][CH3:35])[CH2:36][CH2:37][CH2:38][CH3:39])#[N:40].[CH3:41][c:42]1[cH:43][cH:44][cH:45][cH:46][cH:47]1.[Cl:1][c:2]1[cH:3][cH:4][c:5]([S:8](=[O:9])(=[O:10])[CH:11]([CH2:12][CH2:13][CH2:14][CH2:15][OH:16])[c:17]2[c:18]([F:24])[cH:19][cH:20][c:21]([F:23])[cH:22]2)[cH:6][cH:7]1>>[Cl:1][c:2]1[cH:3][cH:4][c:5]([S:8](=[O:9])(=[O:10])[C:11]2([c:17]3[c:18]([F:24])[cH:19][cH:20][c:21]([F:23])[cH:22]3)[CH2:12][CH2:13][CH2:14][CH2:15]2)[cH:6][cH:7]1. The reactants are COC(=O)c1ccc(N2CC(NC(=O)OC(C)(C)C)CC2=O)cc1C, ClCCl, O=C(O)C(F)(F)F. Product: O=C(O)C(F)(F)F, COC(=O)c1ccc(N2CC(N)CC2=O)cc1C. As a reaction SMILES: [C:1]([O:2][C:3](=[O:4])[NH:8][CH:9]1[CH2:10][C:11](=[O:25])[N:12]([c:14]2[cH:15][c:16]([CH3:24])[c:17]([C:18](=[O:19])[O:20][CH3:21])[cH:22][cH:23]2)[CH2:13]1)([CH3:5])([CH3:6])[CH3:7].[Cl:33][CH2:34][Cl:35].[F:26][C:27]([C:28](=[O:29])[OH:30])([F:31])[F:32]>>[F:26][C:27]([C:28](=[O:29])[OH:30])([F:31])[F:32].[NH2:8][CH:9]1[CH2:10][C:11](=[O:25])[N:12]([c:14]2[cH:15][c:16]([CH3:24])[c:17]([C:18](=[O:19])[O:20][CH3:21])[cH:22][cH:23]2)[CH2:13]1.